This data is from the Open Reaction Database (ORD), a public repository of structured organic reaction records. The task is: describe an organic reaction: reactants, conditions, products, and yield Reactants: [OH-].[Na+] (sodium hydroxide), C(C1=CC=CC=C1)OC1=C(C=O)C=CC=C1C (2-Benzyloxy-3-methylbenzaldehyde), C([O-])(O)=O.[Na+] (sodium bicarbonate), ClC1=CC(=CC=C1)C(=O)OO (m-chloroperbenzoic acid), raw material, Cl (hydrochloric acid). Run in ice, C(Cl)Cl (methylene chloride). Conditions: time 10 hour. The product is C(C1=CC=CC=C1)OC1=C(C=CC=C1C)O (2-benzyloxy-3-methylphenol). Yield: 88.0%. Reaction SMILES: [CH2:1]([O:8][C:9]1[C:16]([CH3:17])=[CH:15][CH:14]=[CH:13][C:10]=1C=O)[C:2]1[CH:7]=[CH:6][CH:5]=[CH:4][CH:3]=1.ClC1C=CC=C(C(OO)=[O:26])C=1.C(=O)(O)[O-].[Na+].[OH-].[Na+].Cl>C(Cl)Cl>[CH2:1]([O:8][C:9]1[C:16]([CH3:17])=[CH:15][CH:14]=[CH:13][C:10]=1[OH:26])[C:2]1[CH:7]=[CH:6][CH:5]=[CH:4][CH:3]=1 |f:2.3,4.5|. Reported procedure: 2-Benzyloxy-3-methylbenzaldehyde prepared by the above 2-(1) 20.0 g (88.4 mmol) was dissolved in methylene chloride 100 ml and thereto was added m-chloroperbenzoic acid 16.8 g (97.2 mmol). The mixture was reacted at 20° C. under stirring for 10 hours. After disappearance of the raw material, the solution was neutralized with a saturated sodium bicarbonate solution and extracted with methylene chloride. To the extract (2-benzyloxy-3-formyloxytoluene) was added a 10% sodium hydroxide solution 38.9... Starting materials: N#Cc1nn(-c2c(Cl)cc(C(F)(F)F)cc2Cl)cc1I, CCC(=O)OC, [Li]CCCC, C1CCOC1, O. The product is CCC(=O)c1cn(-c2c(Cl)cc(C(F)(F)F)cc2Cl)nc1C#N. As a reaction SMILES: [C:1](#[N:2])[c:3]1[n:4][n:5](-[c:9]2[c:10]([Cl:20])[cH:11][c:12]([C:16]([F:17])([F:18])[F:19])[cH:13][c:14]2[Cl:15])[cH:6][c:7]1[I:8].[C:26]([CH2:27][CH3:28])(=[O:29])[O:30][CH3:31].[CH2:21]([Li:22])[CH2:23][CH2:24][CH3:25].[O:33]1[CH2:34][CH2:35][CH2:36][CH2:37]1.[OH2:32]>>[C:1](#[N:2])[c:3]1[n:4][n:5](-[c:9]2[c:10]([Cl:20])[cH:11][c:12]([C:16]([F:17])([F:18])[F:19])[cH:13][c:14]2[Cl:15])[cH:6][c:7]1[C:26]([CH2:27][CH3:28])=[O:29]. The reactants are Cl (HCl), CC(C)([O-])C.[K+] (Potassium t-butoxide), C1(=CC=CC=C1)N1C(CC2=CC=CC=C12)=O (1-Phenyl-2(1H,3H)-indolone), C(=O)OCC (ethyl formate). Solvent: C(C)O (ethanol), O (H2O). Product: C1(=CC=CC=C1)N1C(C(C2=CC=CC=C12)=CO)=O (1-Phenyl-3-[hydroxymethylene)-2(1H,3H)-indolone). Reaction SMILES: C[C:2](C)([O-:4])C.[K+].[C:7]1([N:13]2[C:21]3[C:16](=[CH:17][CH:18]=[CH:19][CH:20]=3)[CH2:15][C:14]2=[O:22])[CH:12]=[CH:11][CH:10]=[CH:9][CH:8]=1.C(OCC)=O.Cl>O.C(O)C>[C:7]1([N:13]2[C:21]3[C:16](=[CH:17][CH:18]=[CH:19][CH:20]=3)[C:15](=[CH:2][OH:4])[C:14]2=[O:22])[CH:8]=[CH:9][CH:10]=[CH:11][CH:12]=1 |f:0.1|. Procedure: Potassium t-butoxide (1.63 g, 14.5 mmoles) and 5 ml absolute ethanol were heated to 80°. 1-Phenyl-2(1H,3H)-indolone (2.09 g, 10 mmoles) was added, followed by ethyl formate (1.09 ml, 13.5 mmoles). The mixture was heated 5 minutes, cooled to 25°, and the nearly solid mass diluted with 50 ml H2O and crushed ice, acidified to pH 3 with 3N HCl and title product recovered by filtration, 2.2 g, m.p. 192°-195°; m/e 237. cf J. Prakt. Chem. 135:345-360 (1932); J. Med. Chem. 8:637 (1965). Reactants: Nc1ccc(Br)cc1, C[Al](C)C, COC(=O)c1ccc(C2OCC(SC(C)C(O)(Cn3cncn3)c3ccc(F)cc3F)CO2)cc1. The product is CC(SC1COC(c2ccc(C(=O)Nc3ccc(Br)cc3)cc2)OC1)C(O)(Cn1cncn1)c1ccc(F)cc1F. As a reaction SMILES: [Br:1][c:2]1[cH:3][cH:4][c:5]([NH2:6])[cH:7][cH:8]1.[CH3:9][Al:10]([CH3:11])[CH3:12].[F:13][c:14]1[c:15]([C:21]([CH:22]([CH3:23])[S:24][CH:25]2[CH2:26][O:27][CH:28]([c:31]3[cH:32][cH:33][c:34]([C:35](=[O:36])[O:37][CH3:38])[cH:39][cH:40]3)[O:29][CH2:30]2)([CH2:41][n:42]2[n:43][cH:44][n:45][cH:46]2)[OH:47])[cH:16][cH:17][c:18]([F:20])[cH:19]1>>[Br:1][c:2]1[cH:3][cH:4][c:5]([NH:6][C:35]([c:34]2[cH:33][cH:32][c:31]([CH:28]3[O:27][CH2:26][CH:25]([S:24][CH:22]([C:21]([c:15]4[c:14]([F:13])[cH:19][c:18]([F:20])[cH:17][cH:16]4)([CH2:41][n:42]4[n:43][cH:44][n:45][cH:46]4)[OH:47])[CH3:23])[CH2:30][O:29]3)[cH:40][cH:39]2)=[O:36])[cH:7][cH:8]1.